This data is from the Open Reaction Database (ORD), a public repository of structured organic reaction records. The task is: describe an organic reaction: reactants, conditions, products, and yield Reactants: [Br-], CCC(=O)CC, O=C(Nc1ccc(C#CCCCCl)cc1)C(F)(F)F, [Li+]. The product is O=C(Nc1ccc(C#CCCCBr)cc1)C(F)(F)F. RXN SMILES: [Br-:21].[CH3:22][CH2:23][C:24](=[O:25])[CH2:26][CH3:27].[Cl:1][CH2:2][CH2:3][CH2:4][C:5]#[C:6][c:7]1[cH:8][cH:9][c:10]([NH:13][C:14]([C:15]([F:16])([F:17])[F:18])=[O:19])[cH:11][cH:12]1.[Li+:20]>>[CH2:2]([CH2:3][CH2:4][C:5]#[C:6][c:7]1[cH:8][cH:9][c:10]([NH:13][C:14]([C:15]([F:16])([F:17])[F:18])=[O:19])[cH:11][cH:12]1)[Br:21]. Run in C1CCOC1 (THF). Reactants: CN(C)C=O (DMF), N([C@@H](CSCNC(=O)C)C(=O)ON1C(=O)CCC1=O)C(=O)OC(C)(C)C (BOC-Cys(Acm)-OSu), CN1CCOCC1 (NMM), N[C@@H](CC(OCC1=CC=CC=C1)=O)C(=O)O (H-Asp(OBzl)-OH). Yields the product N([C@@H](CSCNC(=O)C)C(=O)N[C@@H](CC(OCC1=CC=CC=C1)=O)C(=O)O)C(=O)OC(C)(C)C (BOC-Cys(Acm)-Asp(OBzl)-OH). Reported procedure: BOC-Cys(Acm)-OSu (77.5 g, 198 mM) was dissolved in THF (400 ml). H-Asp(OBzl)-OH (44.64 g, 200 mM) was added thereto, and the mixture was adjusted to pH 7 by adding NMM (18 ml) at 0° C.; DMF (300 ml) was added and the mixture was stirred overnight. The DMF was removed in vacuo, and 5% sodium bicarbonate (150 ml) was added to the residue, which was then washed twice with ether. The aqueous layer was adjusted to pH 3 by adding 1 N HCl (200 ml) to precipitate an oily material, which was extracted th... RXN SMILES: [NH:1]([C:20]([O:22][C:23]([CH3:26])([CH3:25])[CH3:24])=[O:21])[C@H:2]([C:10]([O:12]N1C(=O)CCC1=O)=O)[CH2:3][S:4][CH2:5][NH:6][C:7]([CH3:9])=[O:8].[NH2:27][C@H:28]([C:40]([OH:42])=[O:41])[CH2:29][C:30](=[O:39])[O:31][CH2:32][C:33]1[CH:38]=[CH:37][CH:36]=[CH:35][CH:34]=1.CN1CCOCC1.CN(C=O)C>C1COCC1>[NH:1]([C:20]([O:22][C:23]([CH3:24])([CH3:25])[CH3:26])=[O:21])[C@H:2]([C:10]([NH:27][C@H:28]([C:40]([OH:42])=[O:41])[CH2:29][C:30](=[O:39])[O:31][CH2:32][C:33]1[CH:34]=[CH:35][CH:36]=[CH:37][CH:38]=1)=[O:12])[CH2:3][S:4][CH2:5][NH:6][C:7]([CH3:9])=[O:8]. Conditions: time 8 hour. Isolated yield 62.6%. Yields the product Cc1ccc(O)c(C=C2CNC(=O)CN(S(=O)(=O)c3ccc(Cl)cc3)C2=O)c1. Starting materials: ClCCl, COCOc1ccc(C)cc1C=C1CNC(=O)CN(S(=O)(=O)c2ccc(Cl)cc2)C1=O, O=C(O)C(F)(F)F. Reaction SMILES: [CH2:39]([Cl:40])[Cl:41].[CH3:1][O:2][CH2:3][O:4][c:5]1[c:6]([CH:7]=[C:8]2[C:9](=[O:26])[N:10]([S:16](=[O:17])(=[O:18])[c:19]3[cH:20][cH:21][c:22]([Cl:25])[cH:23][cH:24]3)[CH2:11][C:12](=[O:15])[NH:13][CH2:14]2)[cH:27][c:28]([CH3:31])[cH:29][cH:30]1.[OH:32][C:33]([C:34]([F:35])([F:36])[F:37])=[O:38]>>[OH:4][c:5]1[c:6]([CH:7]=[C:8]2[C:9](=[O:26])[N:10]([S:16](=[O:17])(=[O:18])[c:19]3[cH:20][cH:21][c:22]([Cl:25])[cH:23][cH:24]3)[CH2:11][C:12](=[O:15])[NH:13][CH2:14]2)[cH:27][c:28]([CH3:31])[cH:29][cH:30]1. Reactants: COC1=CC=C2[C@@H]([C@@H](COC2=C1)C1=CC(=CC=C1)C)C1=CC=C(C=C1)OCCN1CCCC1 ((±)-cis-7-methoxy-3-(3-methylphenyl)-4-(4-(2-pyrrolidinoethoxy)phenyl)chromane), Cl.N1=CC=CC=C1 (pyridine hydrochloride). Procedure details: In an manner analogous to that described in step 5 for Example 10, (±)-cis-7-methoxy-3-(3-methylphenyl)-4-(4-(2-pyrrolidinoethoxy)phenyl)chromane (0.360 g, 0.75 mmol) was de-methylated by heating with pyridine hydrochloride to give the title compound as an off-white foam. As a reaction SMILES: C[O:2][C:3]1[CH:12]=[C:11]2[C:6]([C@H:7]([C:20]3[CH:25]=[CH:24][C:23]([O:26][CH2:27][CH2:28][N:29]4[CH2:33][CH2:32][CH2:31][CH2:30]4)=[CH:22][CH:21]=3)[C@H:8]([C:13]3[CH:18]=[CH:17][CH:16]=[C:15]([CH3:19])[CH:14]=3)[CH2:9][O:10]2)=[CH:5][CH:4]=1.Cl.N1C=CC=CC=1>>[OH:2][C:3]1[CH:12]=[C:11]2[C:6]([C@H:7]([C:20]3[CH:25]=[CH:24][C:23]([O:26][CH2:27][CH2:28][N:29]4[CH2:33][CH2:32][CH2:31][CH2:30]4)=[CH:22][CH:21]=3)[C@H:8]([C:13]3[CH:18]=[CH:17][CH:16]=[C:15]([CH3:19])[CH:14]=3)[CH2:9][O:10]2)=[CH:5][CH:4]=1 |f:1.2|. The product is OC1=CC=C2[C@@H]([C@@H](COC2=C1)C1=CC(=CC=C1)C)C1=CC=C(C=C1)OCCN1CCCC1 ((±)-cis-7-Hydroxy-3-(3-methylphenyl)-4-(4-(2-pyrrolidinoethoxy)phenyl)chromane). The reactants are solution, C(CCC)[Li] (n-butyllithium), solution, C(C1=CC=CC=C1)N1CCC(CC1)CC(=O)OCC (ethyl (1-benzylpiperidin-4-yl)acetate), C(C)(C)NC(C)C (diisopropylamine), BrCCBr (1,2-dibromoethane). Run in CCCCCC (hexane), C(C)(=O)OCC (ethyl acetate), O1CCCC1 (tetrahydrofuran), O (water), O1CCCC1 (tetrahydrofuran), CN(C)P(=O)(N(C)C)N(C)C (HMPA). Conditions: temperature -78 celsius, time 30 minute. The product is C(C1=CC=CC=C1)N1CCC(CC1)C(C(=O)OCC)CCBr (ethyl 2-(1-benzyl-4-piperidyl)-4-bromobutanoate). RXN SMILES: C(NC(C)C)(C)C.C([Li])CCC.[CH2:13]([N:20]1[CH2:25][CH2:24][CH:23]([CH2:26][C:27]([O:29][CH2:30][CH3:31])=[O:28])[CH2:22][CH2:21]1)[C:14]1[CH:19]=[CH:18][CH:17]=[CH:16][CH:15]=1.[Br:32][CH2:33][CH2:34]Br>O1CCCC1.CN(P(N(C)C)(N(C)C)=O)C.CCCCCC.C(OCC)(=O)C.O>[CH2:13]([N:20]1[CH2:25][CH2:24][CH:23]([CH:26]([CH2:34][CH2:33][Br:32])[C:27]([O:29][CH2:30][CH3:31])=[O:28])[CH2:22][CH2:21]1)[C:14]1[CH:15]=[CH:16][CH:17]=[CH:18][CH:19]=1. Reported procedure: 13 ml of diisopropylamine was dissolved in a solvent mixture of tetrahydrofuran (140 ml) with HMPA (15 ml) in a nitrogen atmosphere and cooled to −78° C. Into the obtained solution was dropped 42 ml of a 2.5 M solution of n-butyllithium in hexane and the resulting mixture was stirred at 0° C. for 30 minutes. After cooling to −78° C. again, 15 ml of a solution of 5.8 g of ethyl (1-benzylpiperidin-4-yl)acetate in tetrahydrofuran was dropped thereinto. The reaction mixture was stirred at 0° C. for ... Starting materials: solution, C(CCC)[Li] (n-butyllithium), B(OC(C)C)(OC(C)C)OC(C)C (triisopropyl borate), BrC=1C=C(C=CC1)CCO[Si](C)(C)C(C)(C)C ([2-(3-bromo-phenyl)-ethoxy]-tert-butyl-dimethyl-silane), O (water). Run in CCCCCCC (n-heptane), C1CCOC1 (THF). Run at temperature -70 celsius, time 1 hour. The product is C(C)(C)(C)[Si](OCCC=1C=C(C=CC1)B(O)O)(C)C (3-[2-(tert-Butyl-dimethyl-silanyloxy)-ethyl]-phenylboronic acid). RXN SMILES: Br[C:2]1[CH:3]=[C:4]([CH2:8][CH2:9][O:10][Si:11]([C:14]([CH3:17])([CH3:16])[CH3:15])([CH3:13])[CH3:12])[CH:5]=[CH:6][CH:7]=1.C([Li])CCC.[B:23](OC(C)C)([O:28]C(C)C)[O:24]C(C)C.O>C1COCC1.CCCCCCC>[C:14]([Si:11]([CH3:13])([CH3:12])[O:10][CH2:9][CH2:8][C:4]1[CH:3]=[C:2]([B:23]([OH:28])[OH:24])[CH:7]=[CH:6][CH:5]=1)([CH3:17])([CH3:16])[CH3:15]. Procedure details: 50.0 g of [2-(3-bromo-phenyl)-ethoxy]-tert-butyl-dimethyl-silane were dissolved in 500 ml of anhydrous THF. 64.6 ml of a 2.7 M solution of n-butyllithium in n-heptane were added dropwise at −70° C. The mixture was stirred for 1 h at −70° C. Then 40.2 ml of triisopropyl borate were added dropwise at −70° C. Stirring was continued for 30 min at −70° C. and the mixture allowed to warm up to −20° C. 500 ml of water were added and the mixture was extracted three time with 500 ml each of DCM. The comb... The product is C1(CC1)N1CCOC2=C1C=CC=C2 (4-Cyclopropyl-3,4-dihydro-2H-benzo[1,4]oxazine). Reactants: O1CCNC2=C1C=CC=C2 (3,4-dihydro-2H-benzo[1,4]oxazine), CC(C)([O-])C.[K+] (potassium tert-butoxide), BrC1CC1 (bromo-cyclopropane). The yield is 68.2%. Reported procedure: To a stirred solution of 3,4-dihydro-2H-benzo[1,4]oxazine (5 g, 37.0 mmol) in DMF (20 mL) was added potassium tert-butoxide (6.22 g, 55.55 mmol) at 0° C. After stirring for 5 min, bromo-cyclopropane (4.44 mL, 55.55 mmol) was added and the reaction mixture was stirred for another 4 h at room temperature. The reaction was quenched by addition of water and extracted with ethyl acetate (50×2 mL). The organic layer was washed with water (20 mL), concentrated and purified by silica gel column chromato... Run at time 5 minute. The solvent is CN(C)C=O (DMF). Reaction SMILES: [O:1]1[C:6]2[CH:7]=[CH:8][CH:9]=[CH:10][C:5]=2[NH:4][CH2:3][CH2:2]1.[CH3:11][C:12]([CH3:15])([O-])C.[K+].BrC1CC1>CN(C=O)C>[CH:15]1([N:4]2[C:5]3[CH:10]=[CH:9][CH:8]=[CH:7][C:6]=3[O:1][CH2:2][CH2:3]2)[CH2:12][CH2:11]1 |f:1.2|. The reactants are O=C1CCC(=O)N1Br, CCOC(=O)CC(Cc1cc(Br)c2[nH]ncc2c1COC(C)=O)C(=O)OCC, ClCCl. Product: CCOC(=O)CC(Cc1cc(Br)c2[nH]nc(Br)c2c1COC(C)=O)C(=O)OCC. As a reaction SMILES: [Br:29][N:30]1[C:31](=[O:32])[CH2:33][CH2:34][C:35]1=[O:36].[C:1]([CH3:2])(=[O:3])[O:4][CH2:5][c:6]1[c:7]2[cH:8][n:9][nH:10][c:11]2[c:12]([Br:28])[cH:13][c:14]1[CH2:15][CH:16]([C:17](=[O:18])[O:19][CH2:20][CH3:21])[CH2:22][C:23](=[O:24])[O:25][CH2:26][CH3:27].[Cl:37][CH2:38][Cl:39]>>[C:1]([CH3:2])(=[O:3])[O:4][CH2:5][c:6]1[c:7]2[c:8]([Br:29])[n:9][nH:10][c:11]2[c:12]([Br:28])[cH:13][c:14]1[CH2:15][CH:16]([C:17](=[O:18])[O:19][CH2:20][CH3:21])[CH2:22][C:23](=[O:24])[O:25][CH2:26][CH3:27].